This data is from the Open Reaction Database (ORD), a public repository of structured organic reaction records. The task is: describe an organic reaction: reactants, conditions, products, and yield The reactants are BrC1=C2C=CC=NC2=C(C(=N1)C(=O)OC)O (methyl 5-bromo-8-hydroxy[1,6]naphthyridine-7-carboxylate), CN1C(CNS(CC1)(=O)=O)=O (5-methyl-1,2,5-thiadiazepan-4-one 1,1-dioxide). The reagents and catalysts are [Cu-]=O (copper (I) oxide). The solvent is N1=CC=CC=C1 (pyridine). Run at temperature 115 celsius, time 5 hour. The product is O=S1(N(CC(N(CC1)C)=O)C1=C2C=CC=NC2=C(C(=N1)C(=O)OC)O)=O (methyl 5-(1,1-dioxido-5-methyl-4-oxo-1,2,5-thiadiazepan-2-yl)-8-hydroxy[1,6]-naphthyridine-7-carboxylate). Reaction SMILES: Br[C:2]1[N:11]=[C:10]([C:12]([O:14][CH3:15])=[O:13])[C:9]([OH:16])=[C:8]2[C:3]=1[CH:4]=[CH:5][CH:6]=[N:7]2.[CH3:17][N:18]1[CH2:24][CH2:23][S:22](=[O:26])(=[O:25])[NH:21][CH2:20][C:19]1=[O:27]>N1C=CC=CC=1.[Cu-]=O>[O:26]=[S:22]1(=[O:25])[CH2:23][CH2:24][N:18]([CH3:17])[C:19](=[O:27])[CH2:20][N:21]1[C:2]1[N:11]=[C:10]([C:12]([O:14][CH3:15])=[O:13])[C:9]([OH:16])=[C:8]2[C:3]=1[CH:4]=[CH:5][CH:6]=[N:7]2. Procedure: A mixture of methyl 5-bromo-8-hydroxy[1,6]naphthyridine-7-carboxylate (0.28 g, 1.0 mmol), 5-methyl-1,2,5-thiadiazepan-4-one 1,1-dioxide from step 2 (0.178 g, 1.0 mmol) and copper (I) oxide (0.143 g, 1.0 mmol) in pyridine (5 mL) was heated in an oil bath at 115° C. overnight. The resultant mixture was filtered, and the filtrate concentrated under vacuum. The residue was treated with a mixture of chloroform (50 mL) and ethylenediamine tetraacetic acid, disodium salt (5 g) in water (30 mL) and stir... Reactants: BrC1=CC(=C(C=C1)C1=C(C=C2C(=N1)OC(CC2NC(OC(C)(C)C)=O)(C)C)C2=CC=C(C=C2)Cl)Cl (tert-Butyl [7-(4-bromo-2-chlorophenyl)-6-(4-chlorophenyl)-2,2-dimethyl-3,4-dihydro-2H-pyrano[2,3-b]pyridin-4-yl]carbamate), CN(C)C=O (DMF), CC1(OB(OC1(C)C)C=1C=NN(C1)C(=O)OC(C)(C)C)C (tert-butyl 4-(4,4,5,5-tetramethyl-1,3,2-dioxaborolan-2-yl)-1H-pyrazole-1-carboxylate), C(=O)([O-])[O-].[Na+].[Na+] (Na2CO3). Reagents/catalysts: C1(=CC=CC=C1)P(C1=CC=CC=C1)(C1=CC=CC=C1)[Pd-4](P(C1=CC=CC=C1)(C1=CC=CC=C1)C1=CC=CC=C1)(P(C1=CC=CC=C1)(C1=CC=CC=C1)C1=CC=CC=C1)P(C1=CC=CC=C1)(C1=CC=CC=C1)C1=CC=CC=C1 (tetrakis(triphenylphosphino)palladium(0)). Solvent: CCO (EtOH), O (H2O), CCOC(=O)C (EtOAc). Run at temperature 120 celsius, time 30 minute. Product: ClC1=CC=C(C=C1)C=1C=C2C(=NC1C1=C(C=C(C=C1)C=1C=NNC1)Cl)OC(C[C@H]2NC(OC(C)(C)C)=O)(C)C (tert-Butyl {(4R)-6-(4-chlorophenyl)-7-[2-chloro-4-(1H-pyrazol-4-yl)phenyl]-2,2-dimethyl-3,4-dihydro-2H-pyrano[2,3-b]pyridin-4-yl}carbamate). RXN SMILES: Br[C:2]1[CH:7]=[CH:6][C:5]([C:8]2[N:13]=[C:12]3[O:14][C:15]([CH3:27])([CH3:26])[CH2:16][CH:17]([NH:18][C:19](=[O:25])[O:20][C:21]([CH3:24])([CH3:23])[CH3:22])[C:11]3=[CH:10][C:9]=2[C:28]2[CH:33]=[CH:32][C:31]([Cl:34])=[CH:30][CH:29]=2)=[C:4]([Cl:35])[CH:3]=1.CN(C=O)C.CC1(C)C(C)(C)OB([C:49]2[CH:50]=[N:51][N:52](C(OC(C)(C)C)=O)[CH:53]=2)O1.C([O-])([O-])=O.[Na+].[Na+]>CCOC(C)=O.C1(P([Pd-4](P(C2C=CC=CC=2)(C2C=CC=CC=2)C2C=CC=CC=2)(P(C2C=CC=CC=2)(C2C=CC=CC=2)C2C=CC=CC=2)P(C2C=CC=CC=2)(C2C=CC=CC=2)C2C=CC=CC=2)(C2C=CC=CC=2)C2C=CC=CC=2)C=CC=CC=1.CCO.O>[Cl:34][C:31]1[CH:30]=[CH:29][C:28]([C:9]2[CH:10]=[C:11]3[C@H:17]([NH:18][C:19](=[O:25])[O:20][C:21]([CH3:23])([CH3:22])[CH3:24])[CH2:16][C:15]([CH3:26])([CH3:27])[O:14][C:12]3=[N:13][C:8]=2[C:5]2[CH:6]=[CH:7][C:2]([C:49]3[CH:50]=[N:51][NH:52][CH:53]=3)=[CH:3][C:4]=2[Cl:35])=[CH:33][CH:32]=1 |f:3.4.5|. Procedure: To a solution of Example 314 (1.5 g, 2.59 mmol) in a mixed solvent of 9.0 mL of DMF, 1.0 mL of H2O, and 2.0 mL of EtOH was added tert-butyl 4-(4,4,5,5-tetramethyl-1,3,2-dioxaborolan-2-yl)-1H-pyrazole-1-carboxylate (1.53 g, 5.19 mmol), Na2CO3 (830 mg, 7.78 mmol), and tetrakis(triphenylphosphino)palladium(0) (150 mg, 0.13 mmol). The mixture was stirred at 120° C. under microwave irradiation for 30 min. After cooling, the mixture was diluted with EtOAc (200 mL) and washed with H2O (50 mL) and brine... Yield: 58.0%. The solvent is CC(C)O (2-propanol). As a reaction SMILES: [NH2:1][C:2]1[N:7]=[C:6]([Cl:8])[C:5]([Cl:9])=[N:4][C:3]=1Cl.O.O.O.O.O.O.O.O.O.[S-2:20].[Na+].[Na+]>CC(O)C>[NH2:1][C:2]1[C:3]([SH:20])=[N:4][C:5]([Cl:9])=[C:6]([Cl:8])[N:7]=1 |f:1.2.3.4.5.6.7.8.9.10.11.12|. Procedure: A mixture of 19.9 g. (0.1 mol.) of aminotrichloropyrazine, 25.2 g. (0.105 mol.) of sodium sulfide nonahydrate in 500 ml. of 2-propanol was heated to boiling under reflux for 5 hours. After cooling, the reaction mixture was filtered. The filtrate was neutralized with hydrochloric acid and filtered. The solid was washed with water and dried to give 11.4 g. (58% yield) of product. Reactants: NC1=C(N=C(C(=N1)Cl)Cl)Cl (aminotrichloropyrazine), O.O.O.O.O.O.O.O.O.[S-2].[Na+].[Na+] (sodium sulfide nonahydrate). Yields the product NC1=NC(=C(N=C1S)Cl)Cl (2-Amino-5,6-dichloro-3-mercaptopyrazine).